This data is from the Open Reaction Database (ORD), a public repository of structured organic reaction records. The task is: describe an organic reaction: reactants, conditions, products, and yield The reactants are C=C (ethylene), [I-].[K+] (potassium iodide), [N+](=O)(O)[O-] (nitric acid), O=O (oxygen), C=C (ethylene), C(C)(=O)O (acetic acid). Run at temperature 65 celsius. The product is CC(=O)OCCOC(=O)C (EGDA). Reaction SMILES: [I-].[K+].[N+]([O-])(O)=O.O=O.[CH2:9]=[CH2:10].[C:11]([OH:14])(=[O:13])[CH3:12]>>[CH3:12][C:11]([O:14][CH2:9][CH2:10][O:14][C:11]([CH3:12])=[O:13])=[O:13] |f:0.1|. Reported procedure: To a reactor similar to that described in Example 1 were added 3.3 g (20 millimoles) of potassium iodide, 1 ml (10 millimoles) of nitric acid, 0.5 g of activated carbon prepared from coconut shells (manufactured by Dai-ichi Carbon Industries Company) and 80 ml of acetic acid. The flask was set up in an oil bath maintained at 65° C. A gas mixture comprising by volume 8.5% of oxygen, 80% of nitrogen and 11.5% of ethylene was fed through the reaction mixture at a rate of 1.15 standard liters per ho... Reactants: [N+](=O)([O-])C1=CC=C(C(=O)O)C=C1 (4-nitro-benzoic acid), N1(CCNCC1)CCO (2-piperazin-1-yl-ethanol). Yields the product OCCN1CCN(CC1)C(=O)C1=CC=C(C=C1)[N+](=O)[O-] ([4-(2-Hydroxy-ethyl)-piperazin-1-yl]-(4-nitro-phenyl)-methanone). As a reaction SMILES: [N+:1]([C:4]1[CH:12]=[CH:11][C:7]([C:8]([OH:10])=O)=[CH:6][CH:5]=1)([O-:3])=[O:2].[N:13]1([CH2:19][CH2:20][OH:21])[CH2:18][CH2:17][NH:16][CH2:15][CH2:14]1>>[OH:21][CH2:20][CH2:19][N:13]1[CH2:18][CH2:17][N:16]([C:8]([C:7]2[CH:6]=[CH:5][C:4]([N+:1]([O-:3])=[O:2])=[CH:12][CH:11]=2)=[O:10])[CH2:15][CH2:14]1. Procedure details: Using 4-nitro-benzoic acid (320 mg) instead of 3-nitro-benzoic acid, and 2-piperazin-1-yl-ethanol (282 μl) instead of 1-ethyl-piperazine, in the same manner as Step A in Example 1-D-101, the desired compound was obtained as a crude product.